This data is from the Open Reaction Database (ORD), a public repository of structured organic reaction records. The task is: describe an organic reaction: reactants, conditions, products, and yield Reactants: COc1cc([N+](=O)[O-])ccc1C(=O)NCc1ccc(C)nc1, CCO, CCOC(C)=O, O=C[O-], [NH4+]. The product is COc1cc(N)ccc1C(=O)NCc1ccc(C)nc1. Reaction SMILES: [CH3:1][O:2][c:3]1[c:4]([C:5](=[O:6])[NH:7][CH2:8][c:9]2[cH:10][n:11][c:12]([CH3:15])[cH:13][cH:14]2)[cH:16][cH:17][c:18]([N+:20]([O-:21])=[O:22])[cH:19]1.[CH3:27][CH2:28][OH:29].[CH3:30][CH2:31][O:32][C:33]([CH3:34])=[O:35].[CH:23]([O-:24])=[O:25].[NH4+:26]>>[CH3:1][O:2][c:3]1[c:4]([C:5](=[O:6])[NH:7][CH2:8][c:9]2[cH:10][n:11][c:12]([CH3:15])[cH:13][cH:14]2)[cH:16][cH:17][c:18]([NH2:20])[cH:19]1. Reactants: COc1ccc2c(Oc3ccc(OCCN4CCCCC4)cc3)c(-c3ccc(S(C)(=O)=O)cc3)ccc2c1, CCOCC, CCOC(C)=O, CO, ClCCl, Cl. Product: COc1ccc2c(Oc3ccc(OCCN4CCCCC4)cc3)c(-c3ccc(S(C)(=O)=O)cc3)ccc2c1, Cl. As a reaction SMILES: [CH3:1][S:2](=[O:3])(=[O:4])[c:5]1[cH:6][cH:7][c:8](-[c:11]2[c:12]([O:23][c:24]3[cH:25][cH:26][c:27]([O:28][CH2:29][CH2:30][N:31]4[CH2:32][CH2:33][CH2:34][CH2:35][CH2:36]4)[cH:37][cH:38]3)[c:13]3[cH:14][cH:15][c:16]([O:21][CH3:22])[cH:17][c:18]3[cH:19][cH:20]2)[cH:9][cH:10]1.[CH3:43][CH2:44][O:45][CH2:46][CH3:47].[CH3:48][CH2:49][O:50][C:51](=[O:52])[CH3:53].[CH3:54][OH:55].[Cl:39][CH2:40][Cl:41].[ClH:42]>>[CH3:1][S:2](=[O:3])(=[O:4])[c:5]1[cH:6][cH:7][c:8](-[c:11]2[c:12]([O:23][c:24]3[cH:25][cH:26][c:27]([O:28][CH2:29][CH2:30][N:31]4[CH2:32][CH2:33][CH2:34][CH2:35][CH2:36]4)[cH:37][cH:38]3)[c:13]3[cH:14][cH:15][c:16]([O:21][CH3:22])[cH:17][c:18]3[cH:19][cH:20]2)[cH:9][cH:10]1.[ClH:39]. As a reaction SMILES: [Br:12][c:13]1[cH:14][cH:15][c:16]([C:18](=[O:19])[OH:20])[s:17]1.[CH3:21][C:22]([CH3:23])([CH3:24])[OH:25].[Cl:26][CH2:27][Cl:28].[Mg+2:1].[O-:2][S:3]([O-:4])(=[O:5])=[O:6].[S:7](=[O:8])(=[O:9])([OH:10])[OH:11]>>[Br:12][c:13]1[cH:14][cH:15][c:16]([C:18]([O:19][C:22]([CH3:21])([CH3:23])[CH3:24])=[O:20])[s:17]1. Starting materials: O=C(O)c1ccc(Br)s1, CC(C)(C)O, ClCCl, [Mg+2], O=S(=O)([O-])[O-], O=S(=O)(O)O. The product is CC(C)(C)OC(=O)c1ccc(Br)s1. Reactants: C(C)(C)(C)N (tert-butylamine), C1CCS(=O)(=O)OC1 (1,4-butane sultone). Solvent: O1CCCC1 (tetrahydrofuran). Yields the product C(C)(C)(C)NCCCCS(=O)(=O)O (4-(tert-butylamino)-1-butanesulfonic acid). As a reaction SMILES: [C:1]([NH2:5])([CH3:4])([CH3:3])[CH3:2].[CH2:6]1[CH2:13][O:12][S:9](=[O:11])(=[O:10])[CH2:8][CH2:7]1>O1CCCC1>[C:1]([NH:5][CH2:13][CH2:6][CH2:7][CH2:8][S:9]([OH:12])(=[O:11])=[O:10])([CH3:4])([CH3:3])[CH3:2]. Procedure: To a solution of tert-butylamine (1.0 mL, 9.5 mmol) in tetrahydrofuran (4 mL) was added 1,4-butane sultone (1.36 g, 10.0 mmol) at room temperature. The solution was stirred at reflux for 2 hours. The reaction mixture was cooled to room temperature. The solid product was collected by filtration, washed with acetone (2×20 mL), and dried in vacuo; affording compound ER 690 mg, (34%); 1H NMR (D2O, 500 MHz) 8 ppm 2.92 (t, 2H, J=7.1 Hz), 2.82 (t, 2H, J=7.1 Hz), 1.68 (m, 4H), 1.22 (s, 9H). 13C NMR (D2O... Starting materials: CC1(NC2=CC=C(C=C2NC1=O)[N+](=O)[O-])C (1,2-dihydro-2,2-dimethyl-6-nitro-3-(4H)-quinoxalinone). Reagents/catalysts: [Pd] (palladium on charcoal). The solvent is CO (CH3OH). The product is NC=1C=C2NC(C(NC2=CC1)(C)C)=O (6-amino-1,2-dihydro-2,2-dimethyl-3-(4H)-quinoxalinone). RXN SMILES: [CH3:1][C:2]1([CH3:16])[C:11](=[O:12])[NH:10][C:9]2[C:4](=[CH:5][CH:6]=[C:7]([N+:13]([O-])=O)[CH:8]=2)[NH:3]1>CO.[Pd]>[NH2:13][C:7]1[CH:8]=[C:9]2[C:4](=[CH:5][CH:6]=1)[NH:3][C:2]([CH3:1])([CH3:16])[C:11](=[O:12])[NH:10]2. Procedure: A solution of 1,2-dihydro-2,2-dimethyl-6-nitro-3-(4H)-quinoxalinone (663 mg, 3 mmol) in CH3OH (10 ml) is hydrogenated with 50 psi H2 (g) at room temperature in the presence of a catalyst of 10% by weight palladium on charcoal (50 mg). After the starting material is consumed, the solution is filtered and concentrated in vacuo to yield 6-amino-1,2-dihydro-2,2-dimethyl-3-(4H)-quinoxalinone. As a reaction SMILES: [CH3:38][CH2:39][N:40]=[C:41]=[N:42][CH2:43][CH2:44][CH2:45][N:46]([CH3:47])[CH3:48].[CH:1]([N:2]([CH2:3][CH3:4])[CH:5]([CH3:6])[CH3:7])([CH3:8])[CH3:9].[Cl:51][c:52]1[cH:53][c:54]([O:55][CH:56]2[CH2:57][CH2:58][NH:59][CH2:60][CH2:61]2)[cH:62][cH:63][cH:64]1.[ClH:49].[ClH:50].[O:65]=[CH:66][N:67]([CH3:68])[CH3:69].[OH2:70].[OH:28][n:29]1[c:30]2[c:31]([cH:32][cH:33][cH:34][cH:35]2)[n:36][n:37]1.[c:10]1(-[c:16]2[cH:17][c:18]([C:21](=[O:22])[NH:23][CH2:24][C:25](=[O:26])[OH:27])[n:19][nH:20]2)[cH:11][cH:12][cH:13][cH:14][cH:15]1>>[c:10]1(-[c:16]2[cH:17][c:18]([C:21](=[O:22])[NH:23][CH2:24][C:25](=[O:27])[N:59]3[CH2:58][CH2:57][CH:56]([O:55][c:54]4[cH:53][c:52]([Cl:51])[cH:64][cH:63][cH:62]4)[CH2:61][CH2:60]3)[n:19][nH:20]2)[cH:11][cH:12][cH:13][cH:14][cH:15]1. Product: O=C(NCC(=O)N1CCC(Oc2cccc(Cl)c2)CC1)c1cc(-c2ccccc2)[nH]n1. Reactants: CCN=C=NCCCN(C)C, CCN(C(C)C)C(C)C, Clc1cccc(OC2CCNCC2)c1, Cl, Cl, CN(C)C=O, O, On1nnc2ccccc21, O=C(O)CNC(=O)c1cc(-c2ccccc2)[nH]n1. The reactants are [OH-].[Na+] (NaOH), solution, [Li]CCCC (n-BuLi), Cl (HCl), OO (H2O2), COB(OC)OC (trimethoxy boron), BrC=1C(=NC(=NC1CCCCCCCCCCOCOC)N(C)C)OC (5-bromo-4-methoxy-6-(10-(methoxymethoxy)decyl)-N,N-dimethylpyrimidin-2-amine). Run in hexanes, O (water), C1CCOC1 (THF). Run at temperature -5 celsius, time 20 minute. Yields the product CN(C1=NC(=C(C(=N1)OC)O)CCCCCCCCCCOCOC)C (2-(dimethylamino)-4-methoxy-6-(10-(methoxymethoxy)decyl)pyrimidin-5-ol). As a reaction SMILES: Br[C:2]1[C:3]([O:25][CH3:26])=[N:4][C:5]([N:22]([CH3:24])[CH3:23])=[N:6][C:7]=1[CH2:8][CH2:9][CH2:10][CH2:11][CH2:12][CH2:13][CH2:14][CH2:15][CH2:16][CH2:17][O:18][CH2:19][O:20][CH3:21].[Li]CCCC.C[O:33]B(OC)OC.OO.[OH-].[Na+].Cl>C1COCC1.O>[CH3:23][N:22]([CH3:24])[C:5]1[N:4]=[C:3]([O:25][CH3:26])[C:2]([OH:33])=[C:7]([CH2:8][CH2:9][CH2:10][CH2:11][CH2:12][CH2:13][CH2:14][CH2:15][CH2:16][CH2:17][O:18][CH2:19][O:20][CH3:21])[N:6]=1 |f:4.5|. Procedure: To a stirred solution at −5° C. containing 120 mg (0.25 mmol) of 5-bromo-4-methoxy-6-(10-(methoxymethoxy)decyl)-N,N-dimethylpyrimidin-2-amine in 3 mL of anhydrous THF were added 390 μL (0.62 mmol) of 1.6 M solution of n-BuLi in hexanes. The reaction mixture was stirred at −5° C. for 20 min. Then to the mixture were added 84 μL (0.75 mmol) of trimethoxy boron and the reaction mixture was stirred for 1 h. Then to reaction mixture were added 0.55 mL of 30% aq. H2O2 followed by 0.18 mL of 3N aq. NaO...